Dataset: the Open Reaction Database (ORD), a public repository of structured organic reaction records. Task: describe an organic reaction: reactants, conditions, products, and yield As a reaction SMILES: [CH:1]1([Mg]Br)[CH2:3][CH2:2]1.[CH2:6]([O:8][C:9]([C:11]1[C:12]([CH3:25])=[C:13]([C:18]([O:20][C:21]([CH3:24])([CH3:23])[CH3:22])=[O:19])[NH:14][C:15]=1[CH:16]=[O:17])=[O:10])[CH3:7]>O1CCCC1>[CH2:6]([O:8][C:9]([C:11]1[C:12]([CH3:25])=[C:13]([C:18]([O:20][C:21]([CH3:24])([CH3:23])[CH3:22])=[O:19])[NH:14][C:15]=1[CH:16]([CH:1]1[CH2:3][CH2:2]1)[OH:17])=[O:10])[CH3:7]. Procedure: Cyclopropylmagnesium bromide (15 m, 0.5 mol/L) was cooled down to −10° C. in an ice-salt bath under an argon atmosphere. 5-Formyl-3-methyl-1H-pyrrole-2,4-dicarboxylic acid 2-tert-butyl ester 4-ethyl ester 1b (1.26 g, 4.5 mmol) was dissolved in 10 ml of tetrahydrofuran under stirring, the resulting solution was added dropwise to the above solution while maintaining the temperature at −10° C. Upon completion of the addition, the ice-salt bath was removed, and the reaction mixture was stirred for 1... Reaction conditions: temperature -10 celsius. Yields the product C(C)OC(=O)C=1C(=C(NC1C(O)C1CC1)C(=O)OC(C)(C)C)C (5-(cyclopropyl-hydroxy-methyl)-3-methyl-1H-pyrrole-2,4-dicarboxylic acid 2-tert-butyl ester 4-ethyl ester). Starting materials: C1(CC1)[Mg]Br (Cyclopropylmagnesium bromide), C(C)OC(=O)C=1C(=C(NC1C=O)C(=O)OC(C)(C)C)C (5-formyl-3-methyl-1H-pyrrole-2,4-dicarboxylic acid 2-tert-butyl ester 4-ethyl ester). The solvent is O1CCCC1 (tetrahydrofuran). Yield: 39.6%.